This data is from the Open Reaction Database (ORD), a public repository of structured organic reaction records. The task is: describe an organic reaction: reactants, conditions, products, and yield Reactants: ClC=1SC=CN1 (2-chlorothiazole), OC1=CC=C(C(=O)OCC)C=C1 (ethyl 4-hydroxybenzoate), C([O-])([O-])=O.[K+].[K+] (potassium carbonate). The solvent is CN(C=O)C (dimethylformamide). Conditions: time 6 hour. Yields the product ether-benzene, S1C(=NC=C1)OC1=CC=C(C(=O)OCC)C=C1 (ethyl 4-(2-thiazolyloxy)benzoate). Yield: 27.8%. Reaction SMILES: Cl[C:2]1[S:3][CH:4]=[CH:5][N:6]=1.[OH:7][C:8]1[CH:18]=[CH:17][C:11]([C:12]([O:14][CH2:15][CH3:16])=[O:13])=[CH:10][CH:9]=1.C(=O)([O-])[O-].[K+].[K+]>CN(C)C=O>[S:3]1[CH:4]=[CH:5][N:6]=[C:2]1[O:7][C:8]1[CH:9]=[CH:10][C:11]([C:12]([O:14][CH2:15][CH3:16])=[O:13])=[CH:17][CH:18]=1 |f:2.3.4|. Procedure details: A mixture of 2-chlorothiazole (2.0 g), ethyl 4-hydroxybenzoate (2.8 g), potassium carbonate powder (3.5 g) and dimethylformamide (30 ml) is stirred at 135°-140° C for 6 hours. The reaction mixture is treated in the same manner as in Example 1. From the eluate of 30% ether-benzene, ethyl 4-(2-thiazolyloxy)benzoate (1.16 g) is obtained. IR νmaxCCl 4 1730, 1280 cm-1. Reactants: O1C(OCC1)C=1C=NC(=C(C(=O)O)C1)C=1NC(C(N1)(C)C(C)C)=O (5-(1,3-Dioxolan-2-yl)-2-(4-isopropyl-4-methyl-5-oxo-2-imidazolin-2-yl)nicotinic acid), C(C)(=O)OC(C)=O (acetic anhydride). The solvent is C1(=CC=CC=C1)C (toluene). Yields the product O1C(OCC1)C=1C=C2C(=NC1)C=1N(C2=O)C(C(N1)=O)(C)C(C)C (7-(1,3-Dioxolan-2-yl)-3-isopropyl-3-methyl-5H-imidazo[1',2':1,2]pyrrolo[3,4-b]pyridine-2(3H), 5-dione). Yield: 117.3%. As a reaction SMILES: [O:1]1[CH2:5][CH2:4][O:3][CH:2]1[C:6]1[CH:7]=[N:8][C:9]([C:15]2[NH:16][C:17](=[O:24])[C:18]([CH:21]([CH3:23])[CH3:22])([CH3:20])[N:19]=2)=[C:10]([CH:14]=1)[C:11](O)=[O:12].C(OC(=O)C)(=O)C>C1(C)C=CC=CC=1>[O:1]1[CH2:5][CH2:4][O:3][CH:2]1[C:6]1[CH:14]=[C:10]2[C:11](=[O:12])[N:19]3[C:18]([CH:21]([CH3:23])[CH3:22])([CH3:20])[C:17](=[O:24])[N:16]=[C:15]3[C:9]2=[N:8][CH:7]=1. Procedure: 5-(1,3-Dioxolan-2-yl)-2-(4-isopropyl-4-methyl-5-oxo-2-imidazolin-2-yl)nicotinic acid (10.02 g, 0.03 mol) and acetic anhydride in toluene is heated at reflux temperature for 5 hours. Concentration in vacuo gives the title compound as an orange solid (11.10 g, 100%), mp 146°-148° C., identified by IR and NMR spectral analyses. The reactants are ClC=1C=C(C=CC1Cl)SC1=CC=C(C(=O)O)C=C1 (4-[(3,4-dichlorophenyl)sulfanyl]benzoic acid), CS(=O)(=O)N (methanesulphonamide), N-(3-dimethylaminopropyl)-M-ethylcarbodiimide hydrochloride. Reagents/catalysts: CN(C1=CC=NC=C1)C (4-dimethylaminopyridine). Run in ClCCl (dichloromethane), ClCCl (dichloromethane). Run at time 18 hour. Product: ClC=1C=C(C=CC1Cl)SC1=CC=C(C(=O)NS(=O)(=O)C)C=C1 (4-[(3,4-Dichlorophenyl)sulfanyl]-N-(methylsulfonyl)benzamide). The yield is 13.5%. Reaction SMILES: [Cl:1][C:2]1[CH:3]=[C:4]([S:9][C:10]2[CH:18]=[CH:17][C:13]([C:14](O)=[O:15])=[CH:12][CH:11]=2)[CH:5]=[CH:6][C:7]=1[Cl:8].[CH3:19][S:20]([NH2:23])(=[O:22])=[O:21]>ClCCl.CN(C)C1C=CN=CC=1>[Cl:1][C:2]1[CH:3]=[C:4]([S:9][C:10]2[CH:18]=[CH:17][C:13]([C:14]([NH:23][S:20]([CH3:19])(=[O:22])=[O:21])=[O:15])=[CH:12][CH:11]=2)[CH:5]=[CH:6][C:7]=1[Cl:8]. Procedure details: To a stirred solution of 4-[(3,4-dichlorophenyl)sulfanyl]benzoic acid (Preparation 151, 200 mg, 0.67 mmol) in dichloromethane (5 mL) was added methanesulphonamide (192 mg, 2.01 mmol), 4-dimethylaminopyridine (245 mg, 2.01 mmol) and N-(3-dimethylaminopropyl)-M-ethylcarbodiimide hydrochloride (384 mg, 2.01 mmol) and the mixture was stirred at room temperature for 18 hours. The mixture was diluted with dichloromethane, washed with 1M hydrochloric acid solution and water, dried over Na2SO4 and the s...